Dataset: the Open Reaction Database (ORD), a public repository of structured organic reaction records. Task: describe an organic reaction: reactants, conditions, products, and yield Starting materials: COC(=O)c1ccc(C(=O)c2ccc3c(c2)C2(C)C4(C)CCC(C4)C2(C)O3)cc1, CN(C)C=O, CO, [Na+], [OH-]. The product is CC12CCC(C1)C1(C)Oc3ccc(C(=O)c4ccc(C(=O)O)cc4)cc3C21C. Reaction SMILES: [CH3:1][C:2]12[CH2:3][CH2:4][CH:5]([C:6]3([CH3:28])[O:7][c:8]4[c:9]([cH:12][c:13]([C:16](=[O:17])[c:18]5[cH:19][cH:20][c:21]([C:22](=[O:23])[O:24][CH3:25])[cH:26][cH:27]5)[cH:14][cH:15]4)[C:10]13[CH3:11])[CH2:29]2.[CH3:32][N:33]([CH3:34])[CH:35]=[O:36].[CH3:37][OH:38].[Na+:31].[OH-:30]>>[CH3:1][C:2]12[CH2:3][CH2:4][CH:5]([C:6]3([CH3:28])[O:7][c:8]4[c:9]([cH:12][c:13]([C:16](=[O:17])[c:18]5[cH:19][cH:20][c:21]([C:22](=[O:23])[OH:24])[cH:26][cH:27]5)[cH:14][cH:15]4)[C:10]13[CH3:11])[CH2:29]2.